This data is from the Open Reaction Database (ORD), a public repository of structured organic reaction records. The task is: describe an organic reaction: reactants, conditions, products, and yield Reactants: C1(CC(CCC1)=O)=O (1,3-Cyclohexanedione), ClC=1C=C(C=O)C=CC1O (3-chloro-4-hydroxybenzaldehyde), NC1=NNC=C1 (3-aminopyrazole). Product: ClC=1C=C(C=CC1O)C1N2C(NC=3CCCC(C13)=O)=CC=N2 (9-(3-Chloro-4-hydroxyphenyl)-5,6,7,9-tetrahydropyrazolo[5,1-b]quinazolin-8(4H)-one). As a reaction SMILES: [C:1]1(=O)[CH2:6][CH2:5][CH2:4][C:3](=[O:7])[CH2:2]1.[Cl:9][C:10]1[CH:11]=[C:12]([CH:15]=[CH:16][C:17]=1[OH:18])[CH:13]=O.[NH2:19][C:20]1[CH:24]=[CH:23][NH:22][N:21]=1>>[Cl:9][C:10]1[CH:11]=[C:12]([CH:13]2[C:2]3[C:3](=[O:7])[CH2:4][CH2:5][CH2:6][C:1]=3[NH:19][C:20]3=[CH:24][CH:23]=[N:22][N:21]23)[CH:15]=[CH:16][C:17]=1[OH:18]. Reported procedure: 1,3-Cyclohexanedione, 3-chloro-4-hydroxybenzaldehyde and 3-aminopyrazole were processed as described in General Procedure A to provide the title compound. The reactants are C(CCC)[B-](C1=CC=CC=C1)(C1=CC=CC=C1)C1=CC=CC=C1.[Li+] (lithium n-butyltriphenylborate), F[B-](F)(F)F.C1(=CC=CC=C1)[S+](CC1=CC=CC=C1)C1=CC=CC=C1 (diphenylbenzylsulfonium tetrafluoroborate), O (water), resultant mixture. The solvent is C(C)#N (acetonitrile), C(C)#N (acetonitrile). The product is C1(=CC=CC=C1)[S+](CC1=CC=CC=C1)C1=CC=CC=C1.C(CCC)[B-](C1=CC=CC=C1)(C1=CC=CC=C1)C1=CC=CC=C1 (diphenylbenzylsulfonium n-butyltriphenylborate). Yield: 38.7%. As a reaction SMILES: [CH2:1]([B-:5]([C:18]1[CH:23]=[CH:22][CH:21]=[CH:20][CH:19]=1)([C:12]1[CH:17]=[CH:16][CH:15]=[CH:14][CH:13]=1)[C:6]1[CH:11]=[CH:10][CH:9]=[CH:8][CH:7]=1)[CH2:2][CH2:3][CH3:4].[Li+].F[B-](F)(F)F.[C:30]1([S+:36]([C:44]2[CH:49]=[CH:48][CH:47]=[CH:46][CH:45]=2)[CH2:37][C:38]2[CH:43]=[CH:42][CH:41]=[CH:40][CH:39]=2)[CH:35]=[CH:34][CH:33]=[CH:32][CH:31]=1.O>C(#N)C>[C:44]1([S+:36]([C:30]2[CH:31]=[CH:32][CH:33]=[CH:34][CH:35]=2)[CH2:37][C:38]2[CH:39]=[CH:40][CH:41]=[CH:42][CH:43]=2)[CH:45]=[CH:46][CH:47]=[CH:48][CH:49]=1.[CH2:1]([B-:5]([C:18]1[CH:23]=[CH:22][CH:21]=[CH:20][CH:19]=1)([C:6]1[CH:7]=[CH:8][CH:9]=[CH:10][CH:11]=1)[C:12]1[CH:17]=[CH:16][CH:15]=[CH:14][CH:13]=1)[CH2:2][CH2:3][CH3:4] |f:0.1,2.3,6.7|. Procedure details: A solution of 4.05 g of lithium n-butyltriphenylborate in 50 ml of acetonitrile was added to a solution of 5.00 g of diphenylbenzylsulfonium tetrafluoroborate in 100 ml of acetonitrile, and the resultant mixture was stirred at room temperature for 30 minutes. Then, 200 ml of water was added. The resultant precipitate of a yellow oily component was recovered, and 100 ml of dichloromethane was added. The dichloromethane layer was washed with water, dried and concentrated to give 2.95 g of diphenyl... The reactants are Br[Mg]c1ccccc1, C1CCOC1, COC(=O)C(=Cc1ccc2c(cnn2-c2ccc(F)cc2)c1)C(=O)OC. The product is COC(=O)C(C(=O)OC)C(c1ccccc1)c1ccc2c(cnn2-c2ccc(F)cc2)c1. Reaction SMILES: [Br:27][Mg:28][c:29]1[cH:30][cH:31][cH:32][cH:33][cH:34]1.[CH2:35]1[O:36][CH2:37][CH2:38][CH2:39]1.[F:1][c:2]1[cH:3][cH:4][c:5](-[n:8]2[n:9][cH:10][c:11]3[cH:12][c:13]([CH:17]=[C:18]([C:19](=[O:20])[O:21][CH3:22])[C:23](=[O:24])[O:25][CH3:26])[cH:14][cH:15][c:16]23)[cH:6][cH:7]1>>[F:1][c:2]1[cH:3][cH:4][c:5](-[n:8]2[n:9][cH:10][c:11]3[cH:12][c:13]([CH:17]([CH:18]([C:19](=[O:20])[O:21][CH3:22])[C:23](=[O:24])[O:25][CH3:26])[c:29]4[cH:30][cH:31][cH:32][cH:33][cH:34]4)[cH:14][cH:15][c:16]23)[cH:6][cH:7]1.